Dataset: the Open Reaction Database (ORD), a public repository of structured organic reaction records. Task: describe an organic reaction: reactants, conditions, products, and yield Starting materials: O1CCN(CC1)C=1C=2N(N=CC1)C(=C(N2)CSC2=NC1=CC=CC=C1C=C2)C2=CC=C(C(=O)OC(C)(C)C)C=C2 (tert-Butyl 4-(8-morpholino-2-((quinolin-2-ylthio)methyl)imidazo[1,2-b]pyridazin-3-yl)benzoate), C(=O)(C(F)(F)F)O (TFA). Run in C(Cl)Cl (DCM). Conditions: time 4 hour. Yields the product O1CCN(CC1)C=1C=2N(N=CC1)C(=C(N2)CSC2=NC1=CC=CC=C1C=C2)C2=CC=C(C(=O)O)C=C2 (4-(8-Morpholino-2-((quinolin-2-ylthio)methyl)imidazo[1,2-b]pyridazin-3-yl)benzoic acid). Reaction SMILES: [O:1]1[CH2:6][CH2:5][N:4]([C:7]2[C:8]3[N:9]([C:13]([C:28]4[CH:40]=[CH:39][C:31]([C:32]([O:34]C(C)(C)C)=[O:33])=[CH:30][CH:29]=4)=[C:14]([CH2:16][S:17][C:18]4[CH:27]=[CH:26][C:25]5[C:20](=[CH:21][CH:22]=[CH:23][CH:24]=5)[N:19]=4)[N:15]=3)[N:10]=[CH:11][CH:12]=2)[CH2:3][CH2:2]1.C(O)(C(F)(F)F)=O>C(Cl)Cl>[O:1]1[CH2:6][CH2:5][N:4]([C:7]2[C:8]3[N:9]([C:13]([C:28]4[CH:40]=[CH:39][C:31]([C:32]([OH:34])=[O:33])=[CH:30][CH:29]=4)=[C:14]([CH2:16][S:17][C:18]4[CH:27]=[CH:26][C:25]5[C:20](=[CH:21][CH:22]=[CH:23][CH:24]=5)[N:19]=4)[N:15]=3)[N:10]=[CH:11][CH:12]=2)[CH2:3][CH2:2]1. Procedure: Compound 34b (347 mg, 0.627 mmol) was placed in an 8 mL vial equipped with a stir bar and then DCM (4 mL) was added and the solid dissolved. TFA (2 mL) was added dropwise and then the reaction was stirred at rt for 4 h. The solvent was removed under reduced pressure and then the residue was dissolved in DCM (10 mL) and MeOH (3 mL) and the solvent was removed under reduced pressure. The residue was triturated with MeOH (10 mL) to afford a white precipitate that was isolated by filtration. The res... Reactants: BrC=1C=C(C=O)C=CC1F (3-bromo-4-fluoro benzaldehyde), CO (methanol), CN(C)C=O (DMF), TEA. The reagents and catalysts are C1=CC=C(C=C1)P([C-]2C=CC=C2)C3=CC=CC=C3.C1=CC=C(C=C1)P([C-]2C=CC=C2)C3=CC=CC=C3.[Fe+2] (dppf), C(C)(=O)[O-].[Pd+2].C(C)(=O)[O-] (palladium acetate). Reaction conditions: temperature 60 celsius. Product: FC1=C(C(=O)OC)C=C(C=C1)C=O (methyl 2-fluoro-5-formylbenzoate). Isolated yield 23.0%. RXN SMILES: Br[C:2]1[CH:3]=[C:4]([CH:7]=[CH:8][C:9]=1[F:10])[CH:5]=[O:6].[CH3:11][OH:12].CN([CH:16]=[O:17])C>C1C=CC(P(C2C=CC=CC=2)[C-]2C=CC=C2)=CC=1.C1C=CC(P(C2C=CC=CC=2)[C-]2C=CC=C2)=CC=1.[Fe+2].C([O-])(=O)C.[Pd+2].C([O-])(=O)C>[F:10][C:9]1[CH:8]=[CH:7][C:4]([CH:5]=[O:6])=[CH:3][C:2]=1[C:11]([O:17][CH3:16])=[O:12] |f:3.4.5,6.7.8|. Reported procedure: To a solution of 3-bromo-4-fluoro benzaldehyde (Aldrich, 10 g, 0.049 mol) in dry DMF (25 mL) was added dry methanol (40 mL) followed by TEA (9.9 g, 0.0988 mol), dppf (Aldrich, 1.36 g, 0.00246 mol) and palladium acetate (Aldrich, 0.31 g, 0.00138 mol). The reaction mixture was heated to 60° C. under carbon monoxide atmosphere for 20 h. The reaction mixture was cooled and purged with nitrogen to remove dissolved carbon monoxide if any. The solvent was removed under vacuum and the residue was purifi...